This data is from the Open Reaction Database (ORD), a public repository of structured organic reaction records. The task is: describe an organic reaction: reactants, conditions, products, and yield The reactants are COc1ccc(CO)cc1[N+](=O)[O-], O=C1CCC(=O)N1Cl, ClCCl, [Na+], [Na+], O=C([O-])[O-], c1ccc(P(c2ccccc2)c2ccccc2)cc1. The product is COc1ccc(CCl)cc1[N+](=O)[O-]. RXN SMILES: [CH3:1][O:2][c:3]1[c:4]([N+:11](=[O:12])[O-:13])[cH:5][c:6]([CH2:7][OH:8])[cH:9][cH:10]1.[Cl:33][N:34]1[C:35](=[O:36])[CH2:37][CH2:38][C:39]1=[O:40].[Cl:47][CH2:48][Cl:49].[Na+:41].[Na+:42].[O-:43][C:44](=[O:45])[O-:46].[c:14]1([P:15]([c:16]2[cH:17][cH:18][cH:19][cH:20][cH:21]2)[c:22]2[cH:23][cH:24][cH:25][cH:26][cH:27]2)[cH:28][cH:29][cH:30][cH:31][cH:32]1>>[CH3:1][O:2][c:3]1[c:4]([N+:11](=[O:12])[O-:13])[cH:5][c:6]([CH2:7][Cl:33])[cH:9][cH:10]1.